From a dataset of the Open Reaction Database (ORD), a public repository of structured organic reaction records. describe an organic reaction: reactants, conditions, products, and yield The reactants are C1OC=2C=C(CN([C@@H](C(=O)O)CNC(=O)C3=C(C=CC=C3)N3C=CC=C3)S(=O)(=O)C3=C(C=C(C=C3C)OC)C)C=CC2O1 (2(R)-[(3,4-methylendioxybenzyl)-(2,6-dimethyl-4-methoxybenzenesulfonyl)amino]-3-[(2-pyrrol-1-yl)phenylcarbonylamino]-propionic acid), C(C1=CC=CC=C1)ON (O-benzylhydroxylamine), O.ON1N=NC2=C1C=CC=C2 (1-hydroxybenzotriazole hydrate), CN1CCOCC1 (N-methylmorpholine), 1-ethyl-3(3-dimethylamino)-propyl carbodiimide hydrochloride salt. The solvent is CN(C=O)C (dimethylformamide). Reaction conditions: time 8 hour. Yields the product C(C1=CC=CC=C1)ONC([C@@H](CNC(=O)C1=C(C=CC=C1)N1C=CC=C1)N(S(=O)(=O)C1=C(C=C(C=C1C)OC)C)CC1=CC2=C(C=C1)OCO2)=O (N-benzyloxy-2(R)-[(3,4-methylendioxybenzyl)-(2,6-dimethyl-4-methoxybenzenesulfonyl)amino]-3-[(2-pyrrol-1-yl)phenylcarbonylamino]-propionamide). Isolated yield 53.0%. Reaction SMILES: [CH2:1]1[O:43][C:42]2[CH:41]=[CH:40][C:5]([CH2:6][N:7]([S:27]([C:30]3[C:35]([CH3:36])=[CH:34][C:33]([O:37][CH3:38])=[CH:32][C:31]=3[CH3:39])(=[O:29])=[O:28])[C@H:8]([CH2:12][NH:13][C:14]([C:16]3[CH:21]=[CH:20][CH:19]=[CH:18][C:17]=3[N:22]3[CH:26]=[CH:25][CH:24]=[CH:23]3)=[O:15])[C:9](O)=[O:10])=[CH:4][C:3]=2[O:2]1.[CH2:44]([O:51][NH2:52])[C:45]1[CH:50]=[CH:49][CH:48]=[CH:47][CH:46]=1.O.ON1C2C=CC=CC=2N=N1.CN1CCOCC1>CN(C)C=O>[CH2:44]([O:51][NH:52][C:9](=[O:10])[C@H:8]([N:7]([CH2:6][C:5]1[CH:40]=[CH:41][C:42]2[O:43][CH2:1][O:2][C:3]=2[CH:4]=1)[S:27]([C:30]1[C:31]([CH3:39])=[CH:32][C:33]([O:37][CH3:38])=[CH:34][C:35]=1[CH3:36])(=[O:28])=[O:29])[CH2:12][NH:13][C:14]([C:16]1[CH:21]=[CH:20][CH:19]=[CH:18][C:17]=1[N:22]1[CH:23]=[CH:24][CH:25]=[CH:26]1)=[O:15])[C:45]1[CH:50]=[CH:49][CH:48]=[CH:47][CH:46]=1 |f:2.3|. Procedure: To a mixture of 2(R)-[(3,4-methylendioxybenzyl)-(2,6-dimethyl-4-methoxybenzenesulfonyl)amino]-3-[(2-pyrrol-1-yl)phenylcarbonylamino]-propionic acid (approximately 1.3 mmol), O-benzylhydroxylamine (0.6 ml, 3.9 mmol) and 1-hydroxybenzotriazole hydrate (199 mg, 1.3 mmol), and N-methylmorpholine (0.44 ml, 3.9 mmol) in anhydrous dimethylformamide (20 ml) was added 1-ethyl-3(3-dimethylamino)-propyl carbodiimide hydrochloride salt (375 mg, 1.95 mmol). The mixture was stirred overnight and then condense...